Task: describe an organic reaction: reactants, conditions, products, and yield. Dataset: the Open Reaction Database (ORD), a public repository of structured organic reaction records Starting materials: FC1=C(C=CC=C1)O (2-Fluorophenol), C(C)(=O)O (acetic acid). Solvent: S(=O)(Cl)Cl (thionyl chloride). Conditions: temperature 150 celsius. Yields the product C(C)(=O)OC1=C(C=CC=C1)F (2-Fluorophenyl Acetate). As a reaction SMILES: [F:1][C:2]1[CH:7]=[CH:6][CH:5]=[CH:4][C:3]=1[OH:8].[C:9](O)(=[O:11])[CH3:10]>S(Cl)(Cl)=O>[C:9]([O:8][C:3]1[CH:4]=[CH:5][CH:6]=[CH:7][C:2]=1[F:1])(=[O:11])[CH3:10]. Reported procedure: 2-Fluorophenol (99.4 g, 886.7 mmol) was stirred in thionyl chloride (71.2 mL) and acetic acid (51 mL) added. After the initial reaction had subsided the mixture was heated to reflux for 4 hours. The solution was then heated at 150° C. overnight. The resulting dark solution was distilled under reduced pressure at an oil bath temperature of 190° C. to give the title compound as a pale yellow oil (120.9 g, 784.4 mmol). The reactants are N1=CC=CC=C1 (pyridine), ClC1=C(C=C(C=C1)C(F)(F)F)B(O)O (2-chloro-5-(trifluoromethyl)phenylboronic acid), O=S1(N=C2N(CC1)CCC[C@H]2C2=CC=C(C=C2)O)=O (4-[(9S)-2,2-dioxido-3,4,6,7,8,9-hexahydropyrido[2,1-c][1,2,4]thiadiazin-9-yl]phenol), C([O-])([O-])=O.[Cs+].[Cs+] (cesium carbonate). The reagents and catalysts are C(C)(=O)O[Cu]OC(C)=O (Diacetoxycopper). Solvent: CC#N (MeCN). Reaction conditions: time 2 day. Yields the product ClC1=C(OC2=CC=C(C=C2)[C@@H]2CCCN3C2=NS(CC3)(=O)=O)C=C(C=C1)C(F)(F)F ((9S)-9-{4-[2-chloro-5-(trifluoromethyl)phenoxy]phenyl}-3,4,6,7,8,9-hexahydropyrido[2,1-c][1,2,4]thiadiazine 2,2-dioxide). The yield is 0.6%. Reaction SMILES: N1C=CC=CC=1.[Cl:7][C:8]1[CH:13]=[CH:12][C:11]([C:14]([F:17])([F:16])[F:15])=[CH:10][C:9]=1B(O)O.[O:21]=[S:22]1(=[O:39])[CH2:27][CH2:26][N:25]2[CH2:28][CH2:29][CH2:30][C@@H:31]([C:32]3[CH:37]=[CH:36][C:35]([OH:38])=[CH:34][CH:33]=3)[C:24]2=[N:23]1.C(=O)([O-])[O-].[Cs+].[Cs+]>CC#N.C(O[Cu]OC(=O)C)(=O)C>[Cl:7][C:8]1[CH:13]=[CH:12][C:11]([C:14]([F:17])([F:16])[F:15])=[CH:10][C:9]=1[O:38][C:35]1[CH:34]=[CH:33][C:32]([C@H:31]2[C:24]3=[N:23][S:22](=[O:39])(=[O:21])[CH2:27][CH2:26][N:25]3[CH2:28][CH2:29][CH2:30]2)=[CH:37][CH:36]=1 |f:3.4.5|. Procedure details: Diacetoxycopper (907 mg) was added to a mixture of pyridine (0.606 mL), 2-chloro-5-(trifluoromethyl)phenylboronic acid (459 mg), 4-[(9S)-2,2-dioxido-3,4,6,7,8,9-hexahydropyrido[2,1-c][1,2,4]thiadiazin-9-yl]phenol (700 mg) and cesium carbonate (814 mg) in MeCN (25 mL). The mixture was stirred at room temperature under a dry atmosphere with anhydrous calcium chloride tube for 2 days. The insoluble material was removed by filtration, and the filtrate was diluted with water, and extracted with EtOAc... The reactants are C(C)(C)(C)OC(=O)OC=1C=CC(=C2C=CC(NC12)=O)[C@H](CN(C(OC(C)(C)C)=O)CCCCCCOCCCCC1=CC=C(C=C1)[N+](=O)[O-])O[Si](C)(C)C(C)(C)C ((R)-tert-butyl (2-(8-((tert-butoxycarbonyl)oxy)-2-oxo-1,2-dihydroquinolin-5-yl)-2-((tert-butyldimethylsilyl)oxy)ethyl)(6-(4-(4-nitrophenyl)butoxy)hexyl)carbamate), [H][H] (hydrogen). Reagents/catalysts: [Pd] (Pd/C). Solvent: CO (MeOH). Product: NC1=CC=C(C=C1)CCCCOCCCCCCN(C(OC(C)(C)C)=O)C[C@H](O[Si](C)(C)C(C)(C)C)C1=C2C=CC(NC2=C(C=C1)OC(=O)OC(C)(C)C)=O ((R)-tert-butyl (6-(4-(4-aminophenyl)butoxy)hexyl)(2-(8-((tert-butoxycarbonyl)oxy)-2-oxo-1,2-dihydroquinolin-5-yl)-2-((tert-butyldimethylsilyl)oxy)ethyl)carbamate), foam. The yield is 54.0%. RXN SMILES: [C:1]([O:5][C:6]([O:8][C:9]1[CH:10]=[CH:11][C:12]([C@@H:20]([O:50][Si:51]([C:54]([CH3:57])([CH3:56])[CH3:55])([CH3:53])[CH3:52])[CH2:21][N:22]([CH2:30][CH2:31][CH2:32][CH2:33][CH2:34][CH2:35][O:36][CH2:37][CH2:38][CH2:39][CH2:40][C:41]2[CH:46]=[CH:45][C:44]([N+:47]([O-])=O)=[CH:43][CH:42]=2)[C:23](=[O:29])[O:24][C:25]([CH3:28])([CH3:27])[CH3:26])=[C:13]2[C:18]=1[NH:17][C:16](=[O:19])[CH:15]=[CH:14]2)=[O:7])([CH3:4])([CH3:3])[CH3:2].[H][H]>CO.[Pd]>[NH2:47][C:44]1[CH:43]=[CH:42][C:41]([CH2:40][CH2:39][CH2:38][CH2:37][O:36][CH2:35][CH2:34][CH2:33][CH2:32][CH2:31][CH2:30][N:22]([CH2:21][C@@H:20]([C:12]2[CH:11]=[CH:10][C:9]([O:8][C:6]([O:5][C:1]([CH3:4])([CH3:3])[CH3:2])=[O:7])=[C:18]3[C:13]=2[CH:14]=[CH:15][C:16](=[O:19])[NH:17]3)[O:50][Si:51]([C:54]([CH3:57])([CH3:56])[CH3:55])([CH3:53])[CH3:52])[C:23](=[O:29])[O:24][C:25]([CH3:28])([CH3:27])[CH3:26])=[CH:46][CH:45]=1. Procedure: A suspension of Pd/C (10% w/w, 15 mg) and Intermediate 107 (0.25 g, 0.31 mmol) in MeOH (4 mL) was stirred under a balloon of hydrogen gas for 30 minutes, followed by filtration of the mixture through a pad of Celite diatomaceous earth, and concentration under reduced pressure. The title compound was provided as a white foam (0.13 g, 54%). ES/MS calcd. for C43H68N3O8Si+ 782.5. Found m/z=782.6 (M+H)+. Starting materials: C(=O)=O (CO2), Cl (HCl), FC1=CC=C(C=C1)OC (4-fluoroanisole), CC1(NC(CCC1)(C)C)C (2,2,6,6-tetramethylpiperidine), [Li]CCCC (BuLi). Solvent: C1CCOC1 (THF), C1CCOC1 (THF). Reaction conditions: temperature 0 celsius. Yields the product FC1=C(C(=O)O)C=C(C=C1)OC (2-Fluoro-5-methoxy-benzoic Acid). The yield is 40.0%. As a reaction SMILES: [F:1][C:2]1[CH:7]=[CH:6][C:5]([O:8][CH3:9])=[CH:4][CH:3]=1.CC1(C)CCCC(C)(C)N1.[Li]CCCC.[C:25](=[O:27])=[O:26].Cl>C1COCC1>[F:1][C:2]1[CH:7]=[CH:6][C:5]([O:8][CH3:9])=[CH:4][C:3]=1[C:25]([OH:27])=[O:26]. Reported procedure: Alternatively, a solution of 4-fluoroanisole (500 mg, 4.0 mmol) in THF (10 mL) was added to a cooled solution (−78° C.) of 2,2,6,6-tetramethylpiperidine (1.1 g, 7.9 mmol) and BuLi (5 mL, 1.6 M in hexanes, 7.9 mmol) in THF (10 mL) at a slow rate to maintain the temperature below −70° C. The mixture was maintained at this temperature for 12 h, and then dry CO2 gas was passed into the solution. The resulting mixture was allowed to warm up to 0° C. and then HCl (1 M, 10 mL) was added and the product...